From a dataset of the Open Reaction Database (ORD), a public repository of structured organic reaction records. describe an organic reaction: reactants, conditions, products, and yield Reactants: O=C([O-])[O-], CC(=O)[O-], CC(=O)[O-], CN(C)C(N)=O, CN(C)CC(=O)N1CC(C)(C)c2ccc(N3C(=O)N(Cc4ccnc(Cl)c4)C(C)(C)C3=O)cc21, [Cs+], [Cs+], C1COCCO1, [Pd+2]. The product is CN(C)CC(=O)N1CC(C)(C)c2ccc(N3C(=O)N(Cc4ccnc(NC(=O)N(C)C)c4)C(C)(C)C3=O)cc21. As a reaction SMILES: [C:41](=[O:42])([O-:43])[O-:44].[C:53]([O-:54])(=[O:55])[CH3:56].[C:58]([O-:59])(=[O:60])[CH3:61].[CH3:35][N:36]([C:37](=[O:38])[NH2:39])[CH3:40].[Cl:1][c:2]1[n:3][cH:4][cH:5][c:6]([CH2:8][N:9]2[C:10](=[O:34])[N:11]([c:17]3[cH:18][cH:19][c:20]4[c:24]([cH:25]3)[N:23]([C:26]([CH2:27][N:28]([CH3:29])[CH3:30])=[O:31])[CH2:22][C:21]4([CH3:32])[CH3:33])[C:12](=[O:16])[C:13]2([CH3:14])[CH3:15])[cH:7]1.[Cs+:45].[Cs+:46].[O:47]1[CH2:48][CH2:49][O:50][CH2:51][CH2:52]1.[Pd+2:57]>>[c:2]1([NH:39][C:37]([N:36]([CH3:35])[CH3:40])=[O:38])[n:3][cH:4][cH:5][c:6]([CH2:8][N:9]2[C:10](=[O:34])[N:11]([c:17]3[cH:18][cH:19][c:20]4[c:24]([cH:25]3)[N:23]([C:26]([CH2:27][N:28]([CH3:29])[CH3:30])=[O:31])[CH2:22][C:21]4([CH3:32])[CH3:33])[C:12](=[O:16])[C:13]2([CH3:14])[CH3:15])[cH:7]1. The reactants are 2S, [Cl-].[NH4+] (ammonium chloride), 2R, [H-].[Na+] (Sodium hydride), C1(=CC=CC=C1)C(C(=O)O[C@H]1CN2CCC1CC2)N2N=NN=C2 ((2RS,3R) 3-quinuclidinyl 2-phenyl-2-(1H-tetrazol-1-yl)acetate), C=O (paraformaldehyde). Solvent: O1CCCC1 (tetrahydrofuran). Product: OC[C@@](C(=O)O[C@H]1CN2CCC1CC2)(N2N=NN=C2)C2=CC=CC=C2 ((2S,3R) 3-Quinuclidinyl 3-hydroxy-2-pheny-2-(1H-tetrazol-1-yl)propanoate). RXN SMILES: [H-].[Na+].[C:3]1([CH:9]([N:21]2[CH:25]=[N:24][N:23]=[N:22]2)[C:10]([O:12][C@@H:13]2[CH:18]3[CH2:19][CH2:20][N:15]([CH2:16][CH2:17]3)[CH2:14]2)=[O:11])[CH:8]=[CH:7][CH:6]=[CH:5][CH:4]=1.[CH2:26]=[O:27].[Cl-].[NH4+]>O1CCCC1>[OH:27][CH2:26][C@:9]([C:3]1[CH:4]=[CH:5][CH:6]=[CH:7][CH:8]=1)([N:21]1[CH:25]=[N:24][N:23]=[N:22]1)[C:10]([O:12][C@@H:13]1[CH:18]2[CH2:17][CH2:16][N:15]([CH2:20][CH2:19]2)[CH2:14]1)=[O:11] |f:0.1,4.5|. Procedure: Sodium hydride (23 mg of an 80% dispersion in oil) was added to a mixture of (2RS,3R) 3-quinuclidinyl 2-phenyl-2-(1H-tetrazol-1-yl)acetate (see Preparation 5) (0.7 g) and paraformaldehyde (87 mg) in tetrahydrofuran (20 ml) at room temperature. After 1/2 hour saturated aqueous ammonium chloride was added, the tetrahydrofuran was evaporated under reduced pressure, and the aqueous residue extracted with ethyl acetate. The organic layer was dried over magnesium sulphate and evaporated under reduced ... The reactants are COc1ccc(C2Sc3cc(C)c(C)cc3NC(=O)C2O)cc1, CN(C)CCCl, CS(C)=O, Cl, [K+], [OH-]. The product is COc1ccc(C2Sc3cc(C)c(C)cc3N(CCN(C)C)C(=O)C2O)cc1. RXN SMILES: [CH3:1][O:2][c:3]1[cH:4][cH:5][c:6]([CH:9]2[S:10][c:11]3[c:12]([cH:18][c:19]([CH3:23])[c:20]([CH3:22])[cH:21]3)[NH:13][C:14](=[O:17])[CH:15]2[OH:16])[cH:7][cH:8]1.[CH3:27][N:28]([CH2:29][CH2:30][Cl:31])[CH3:32].[CH3:33][S:34]([CH3:35])=[O:36].[ClH:26].[K+:25].[OH-:24]>>[CH3:1][O:2][c:3]1[cH:4][cH:5][c:6]([CH:9]2[S:10][c:11]3[c:12]([cH:18][c:19]([CH3:23])[c:20]([CH3:22])[cH:21]3)[N:13]([CH2:30][CH2:29][N:28]([CH3:27])[CH3:32])[C:14](=[O:17])[CH:15]2[OH:16])[cH:7][cH:8]1. The reactants are OCCOC1=C(C=C(C=C1C)C1=NC2=C(C=CC=C2C(N1)=O)OC)C (2-[4-(2-hydroxy-ethoxy)-3,5-dimethyl-phenyl]-8-methoxy-3H-quinazolin-4-one), C1=CC=C(C=C1)P(C2=CC=CC=C2)C3=CC=CC=C3 (PPh3), C(Br)(Br)(Br)Br (CBr4). Solvent: CN(C)C=O (DMF). Reaction conditions: time 16 hour. Yields the product BrCCOC1=C(C=C(C=C1C)C1=NC2=C(C=CC=C2C(N1)=O)OC)C (2-[4-(2-bromo-ethoxy)-3,5-dimethyl-phenyl]-8-methoxy-3H-quinazolin-4-one). Reaction SMILES: O[CH2:2][CH2:3][O:4][C:5]1[C:10]([CH3:11])=[CH:9][C:8]([C:12]2[NH:21][C:20](=[O:22])[C:19]3[C:14](=[C:15]([O:23][CH3:24])[CH:16]=[CH:17][CH:18]=3)[N:13]=2)=[CH:7][C:6]=1[CH3:25].C1C=CC(P(C2C=CC=CC=2)C2C=CC=CC=2)=CC=1.C(Br)(Br)(Br)[Br:46]>CN(C=O)C>[Br:46][CH2:2][CH2:3][O:4][C:5]1[C:10]([CH3:11])=[CH:9][C:8]([C:12]2[NH:21][C:20](=[O:22])[C:19]3[C:14](=[C:15]([O:23][CH3:24])[CH:16]=[CH:17][CH:18]=3)[N:13]=2)=[CH:7][C:6]=1[CH3:25]. Procedure details: To a solution of 2-[4-(2-hydroxy-ethoxy)-3,5-dimethyl-phenyl]-8-methoxy-3H-quinazolin-4-one (1.20 g, 3.53 mmol) in DMF (10 mL) were added PPh3 (1.02 g, 3.88 mmol) and CBr4 (1.29 g, 3.88 mmol). The reaction mixture was stirred at room temperature for 16 hours. Solvent was removed under reduced pressure. The residue was triturated with ether and ethyl acetate. The solid was dried under vacuum and purified by the Simpliflash system, using 2% methanol in CH2Cl2 as eluent, to give 2-[4-(2-bromo-ethox... Reactants: ClC1=NC(=CC(=C1NC(CBr)=O)Cl)C (N-(2,4-Dichloro-6-methylpyridin-3-yl)-2-bromoacetamide), C([O-])([O-])=O.[K+].[K+] (potassium carbonate), OCCN1CCNCC1 (1-(2-hydroxyethyl)piperazine), resultant mixture. Run in C(C)#N (acetonitrile), C(C)#N (acetonitrile). Reaction conditions: temperature 5 celsius. Yields the product ClC1=NC(=CC(=C1NC(CN1CCN(CC1)CCO)=O)Cl)C (N-(2,4-dichloro-6-methylpyridin-3-yl)-2-[4-(2-hydroxyethyl)piperazin-1-yl]acetamide). The yield is 90.2%. RXN SMILES: [Cl:1][C:2]1[C:7]([NH:8][C:9](=[O:12])[CH2:10]Br)=[C:6]([Cl:13])[CH:5]=[C:4]([CH3:14])[N:3]=1.C(=O)([O-])[O-].[K+].[K+].[OH:21][CH2:22][CH2:23][N:24]1[CH2:29][CH2:28][NH:27][CH2:26][CH2:25]1>C(#N)C>[Cl:1][C:2]1[C:7]([NH:8][C:9](=[O:12])[CH2:10][N:27]2[CH2:28][CH2:29][N:24]([CH2:23][CH2:22][OH:21])[CH2:25][CH2:26]2)=[C:6]([Cl:13])[CH:5]=[C:4]([CH3:14])[N:3]=1 |f:1.2.3|. Reported procedure: N-(2,4-Dichloro-6-methylpyridin-3-yl)-2-bromoacetamide (70.0 g, 234.9 mmol) was dissolved in acetonitrile (105 mL), and potassium carbonate (39.0 g, 282.2 mmol) was added to the solution under stirring and under cooling with ice. While the inner temperature was maintained at 5° C. or lower, a solution of 1-(2-hydroxyethyl)piperazine (36.7 g, 281.9 mmol) in acetonitrile(140 mL) was added dropwise to the resultant mixture. Thereafter, the temperature of the mixture was elevated to room temperature... Starting materials: Fc1ccc(-c2ccc(Br)cc2)cc1F, CCCCC[SiH]1CCC(CCC2CCC(Br)CC2)CC1, C1CCOC1, Cl[Cu], [Mg]. Product: CCCCC[SiH]1CCC(CCC2CCC(c3ccc(-c4ccc(F)c(F)c4)cc3)CC2)CC1. RXN SMILES: [Br:1][c:2]1[cH:3][cH:4][c:5](-[c:8]2[cH:9][c:10]([F:15])[c:11]([F:14])[cH:12][cH:13]2)[cH:6][cH:7]1.[CH2:17]([CH2:18][CH2:19][CH2:20][CH3:21])[SiH:22]1[CH2:23][CH2:24][CH:25]([CH2:28][CH2:29][CH:30]2[CH2:31][CH2:32][CH:33]([Br:36])[CH2:34][CH2:35]2)[CH2:26][CH2:27]1.[CH2:39]1[O:40][CH2:41][CH2:42][CH2:43]1.[Cl:37][Cu:38].[Mg:16]>>[c:2]1([CH:33]2[CH2:32][CH2:31][CH:30]([CH2:29][CH2:28][CH:25]3[CH2:24][CH2:23][SiH:22]([CH2:17][CH2:18][CH2:19][CH2:20][CH3:21])[CH2:27][CH2:26]3)[CH2:35][CH2:34]2)[cH:3][cH:4][c:5](-[c:8]2[cH:9][c:10]([F:15])[c:11]([F:14])[cH:12][cH:13]2)[cH:6][cH:7]1.